The task is: describe an organic reaction: reactants, conditions, products, and yield. This data is from the Open Reaction Database (ORD), a public repository of structured organic reaction records. Starting materials: [N+](=O)([O-])C1=CC=C(C=C1)N1C[C@H](CCC1)N[C@H]1[C@@H](CCCC1)NC1=NC=CC(=C1)C1=CC(=CC=C1)OC(F)(F)F ((1R,2R)—N1-((S)-1-(4-Nitrophenyl)piperidin-3-yl)-N2-(4-(3-(trifluoromethoxy)phenyl)pyridin-2-yl)cyclohexane-1,2-diamine), FC(OC1=CC=C(C=C1)B(O)O)(F)F (4-(trifluoromethoxy)phenylboronic acid). The product is [N+](=O)([O-])C1=CC=C(C=C1)N1C[C@H](CCC1)N[C@H]1[C@@H](CCCC1)NC1=NC=CC(=C1)C1=CC=C(C=C1)OC(F)(F)F ((1R,2R)—N1-((S)-1-(4-Nitrophenyl)piperidin-3-yl)-N2-(4-(4-(trifluoromethoxy)phenyl)pyridin-2-yl)cyclohexane-1,2-diamine). Reaction SMILES: [N+:1]([C:4]1[CH:9]=[CH:8][C:7]([N:10]2[CH2:15][CH2:14][CH2:13][C@H:12]([NH:16][C@@H:17]3[CH2:22][CH2:21][CH2:20][CH2:19][C@H:18]3[NH:23][C:24]3[CH:29]=[C:28]([C:30]4[CH:35]=[CH:34][CH:33]=[C:32](OC(F)(F)F)[CH:31]=4)[CH:27]=[CH:26][N:25]=3)[CH2:11]2)=[CH:6][CH:5]=1)([O-:3])=[O:2].[F:41][C:42]([F:54])([F:53])[O:43]C1C=CC(B(O)O)=CC=1>>[N+:1]([C:4]1[CH:9]=[CH:8][C:7]([N:10]2[CH2:15][CH2:14][CH2:13][C@H:12]([NH:16][C@@H:17]3[CH2:22][CH2:21][CH2:20][CH2:19][C@H:18]3[NH:23][C:24]3[CH:29]=[C:28]([C:30]4[CH:31]=[CH:32][C:33]([O:43][C:42]([F:54])([F:53])[F:41])=[CH:34][CH:35]=4)[CH:27]=[CH:26][N:25]=3)[CH2:11]2)=[CH:6][CH:5]=1)([O-:3])=[O:2]. Procedure: (1R,2R)—N1-((S)-1-(4-Nitrophenyl)piperidin-3-yl)-N2-(4-(4-(trifluoromethoxy)phenyl)pyridin-2-yl)cyclohexane-1,2-diamine (1.4 mg, 0.003 mmol, 6.0% yield) was synthesized as described in General Procedure I using Intermediate A from Example 23 (20 mg, 0.04 mmol) and 4-(trifluoromethoxy)phenylboronic acid (12.2 mg, 0.04 mmol). The desired fraction from RP prep-HPLC method D was concentrated to give the title compound as a pale yellow solid. Anal. Calcd. for C29H32F3N5O3 m/z 555.2, found: 556.2 (M+H... Starting materials: [Li]CCCC, CCCCC, COc1cnc(C=O)cc1OC1CCCC1, CC(C)NC(C)C, [Cl-], Cc1c(Cl)cncc1Cl, [NH4+], C1CCOC1. The product is COc1cnc(C(O)Cc2c(Cl)cncc2Cl)cc1OC1CCCC1. As a reaction SMILES: [CH2:1]([Li:2])[CH2:3][CH2:4][CH3:5].[CH3:45][CH2:46][CH2:47][CH2:48][CH3:49].[CH:22]1([O:27][c:28]2[cH:29][c:30]([CH:36]=[O:37])[n:31][cH:32][c:33]2[O:34][CH3:35])[CH2:23][CH2:24][CH2:25][CH2:26]1.[CH:6]([NH:7][CH:8]([CH3:9])[CH3:10])([CH3:11])[CH3:12].[Cl-:43].[Cl:13][c:14]1[cH:15][n:16][cH:17][c:18]([Cl:21])[c:19]1[CH3:20].[NH4+:44].[O:38]1[CH2:39][CH2:40][CH2:41][CH2:42]1>>[Cl:13][c:14]1[cH:15][n:16][cH:17][c:18]([Cl:21])[c:19]1[CH2:20][CH:36]([c:30]1[cH:29][c:28]([O:27][CH:22]2[CH2:23][CH2:24][CH2:25][CH2:26]2)[c:33]([O:34][CH3:35])[cH:32][n:31]1)[OH:37]. Starting materials: C(C1=CC=CC=C1)N(C1=CC=C2C(=N1)C(CC2)=O)CC2=CC=CC=C2 (2-(dibenzylamino)-5,6-dihydro-7H-cyclopenta[b]pyridin-7-one), C(#N)CP(OCC)(OCC)=O (diethyl cyanomethylphosphonate), [H-].[Na+] (sodium hydride). Solvent: O1CCCC1 (tetrahydrofuran), C(C)(=O)OCC (ethyl acetate), O1CCCC1 (tetrahydrofuran), [Cl-].[NH4+] (ammonium chloride). Reaction conditions: time 15 minute. The product is C(C1=CC=CC=C1)N(C1=CC=C2C(=N1)C(CC2)=CC#N)CC2=CC=CC=C2 ([2-(dibenzylamino)-5,6-dihydro-7H-cyclopenta[b]pyridin-7-ylidene]acetonitrile). Isolated yield 94.5%. As a reaction SMILES: [H-].[Na+].[C:3]([CH2:5]P(=O)(OCC)OCC)#[N:4].[CH2:14]([N:21]([CH2:32][C:33]1[CH:38]=[CH:37][CH:36]=[CH:35][CH:34]=1)[C:22]1[N:27]=[C:26]2[C:28](=O)[CH2:29][CH2:30][C:25]2=[CH:24][CH:23]=1)[C:15]1[CH:20]=[CH:19][CH:18]=[CH:17][CH:16]=1>O1CCCC1.[Cl-].[NH4+].C(OCC)(=O)C>[CH2:14]([N:21]([CH2:32][C:33]1[CH:38]=[CH:37][CH:36]=[CH:35][CH:34]=1)[C:22]1[N:27]=[C:26]2[C:28](=[CH:5][C:3]#[N:4])[CH2:29][CH2:30][C:25]2=[CH:24][CH:23]=1)[C:15]1[CH:20]=[CH:19][CH:18]=[CH:17][CH:16]=1 |f:0.1,5.6|. Reported procedure: To a suspension of 60% sodium hydride (146 mg, 3.65 mmol) in tetrahydrofuran (20 mL) was added diethyl cyanomethylphosphonate (640 μL, 3.96 mmol), and the mixture was stirred at room temperature for 15 min. A solution of 2-(dibenzylamino)-5,6-dihydro-7H-cyclopenta[b]pyridin-7-one (1.00 g, 3.04 mmol) in tetrahydrofuran (10 mL) was added thereto, and the mixture was further stirred for 15 min. The reaction solution was diluted with saturated aqueous ammonium chloride solution, diluted with ethyl a... Starting materials: CC1(C)OC(c2cscn2)=C(Br)C1=O, O=C([O-])[O-], CC1(C)OB(c2ccc(OCc3ccc4ccccc4n3)cc2)OC1(C)C, Cc1ccccc1, [Cs+], [Cs+], O. Yields the product CC1(C)OC(c2cscn2)=C(c2ccc(OCc3ccc4ccccc4n3)cc2)C1=O. RXN SMILES: [Br:1][C:2]1=[C:6]([c:7]2[n:8][cH:9][s:10][cH:11]2)[O:5][C:4]([CH3:12])([CH3:13])[C:3]1=[O:14].[C:42](=[O:43])([O-:44])[O-:45].[CH3:15][C:16]1([CH3:17])[C:18]([CH3:19])([CH3:20])[O:21][B:22]([c:23]2[cH:24][cH:25][c:26]([O:27][CH2:28][c:29]3[n:30][c:31]4[cH:32][cH:33][cH:34][cH:35][c:36]4[cH:37][cH:38]3)[cH:39][cH:40]2)[O:41]1.[CH3:48][c:49]1[cH:50][cH:51][cH:52][cH:53][cH:54]1.[Cs+:46].[Cs+:47].[OH2:55]>>[C:2]1([c:23]2[cH:24][cH:25][c:26]([O:27][CH2:28][c:29]3[n:30][c:31]4[cH:32][cH:33][cH:34][cH:35][c:36]4[cH:37][cH:38]3)[cH:39][cH:40]2)=[C:6]([c:7]2[n:8][cH:9][s:10][cH:11]2)[O:5][C:4]([CH3:12])([CH3:13])[C:3]1=[O:14]. The reactants are COc1cc([N+](=O)[O-])ccc1OCCO[Si](C)(C)C(C)(C)C, C1CCOC1, Cl. The product is COc1cc([N+](=O)[O-])ccc1OCCO. Reaction SMILES: [C:1]([Si:2]([CH3:3])([CH3:4])[O:8][CH2:9][CH2:10][O:11][c:12]1[c:13]([O:21][CH3:22])[cH:14][c:15]([N+:18](=[O:19])[O-:20])[cH:16][cH:17]1)([CH3:5])([CH3:6])[CH3:7].[CH2:24]1[O:25][CH2:26][CH2:27][CH2:28]1.[ClH:23]>>[OH:8][CH2:9][CH2:10][O:11][c:12]1[c:13]([O:21][CH3:22])[cH:14][c:15]([N+:18](=[O:19])[O-:20])[cH:16][cH:17]1. Reactants: N1C=NC=C1 (imidazole), [Li+].C(C(F)(F)S(=O)(=O)[N-]S(=O)(=O)C(C(F)(F)F)(F)F)(F)(F)F (LiBETI). Reaction conditions: temperature 50 celsius, time 50 minute. Product: N1C=NC=C1.[Li+].C(C(F)(F)S(=O)(=O)[N-]S(=O)(=O)C(C(F)(F)F)(F)F)(F)(F)F (imidazole LiBETI). The yield is 129.3%. As a reaction SMILES: [NH:1]1[CH:5]=[CH:4][N:3]=[CH:2]1.[Li+:6].[C:7]([F:27])([F:26])([F:25])[C:8]([S:11]([N-:14][S:15]([C:18]([F:24])([F:23])[C:19]([F:22])([F:21])[F:20])(=[O:17])=[O:16])(=[O:13])=[O:12])([F:10])[F:9]>>[NH:1]1[CH:5]=[CH:4][N:3]=[CH:2]1.[Li+:6].[C:19]([F:22])([F:21])([F:20])[C:18]([S:15]([N-:14][S:11]([C:8]([F:10])([F:9])[C:7]([F:25])([F:26])[F:27])(=[O:12])=[O:13])(=[O:16])=[O:17])([F:24])[F:23] |f:1.2,3.4.5|. Procedure details: 5.3 g of purified imidazole and 10 g of LiBETI were put into a round bottom flask and slowly stirred for 50 minutes under a nitrogen circumstance of 50° C., thereby obtaining 15.2 g of imidazole-LiBETI eutectic mixture. Procedure details: 4-Bromoanisole (2.2 mL, 0.017 mol) in diethyl ether (10 mL) was added to a mixture of magnesium turnings (0.5 g, 0.02 mol) in diethyl ether (5 mL), at room temperature. The resulting mixture was heated to reflux for 1 h. The mixture was then cooled to room temperature. A solution of 3-bromoacetophenone (3.4 g, 0.017 mol) in diethyl ether was then added dropwise causing a gentle reflux. After 3 h heating to reflux the reaction mixture was examined by LC-MS which showed complete conversion to the ... Product: BrC=1C=C(C=CC1)C(=C)C1=CC=C(C=C1)OC (1-[1-(3-Bromo-phenyl)-vinyl]-4-methoxy-benzene). Solvent: C(C)OCC (diethyl ether), C(C)OCC (diethyl ether), C(C)OCC (diethyl ether). Starting materials: CC(=O)C1=CC(=CC=C1)Br (3-bromoacetophenone), BrC1=CC=C(C=C1)OC (4-Bromoanisole), [Mg] (magnesium). As a reaction SMILES: Br[C:2]1[CH:7]=[CH:6][C:5]([O:8][CH3:9])=[CH:4][CH:3]=1.[Mg].[CH3:11][C:12]([C:14]1[CH:19]=[CH:18][CH:17]=[C:16]([Br:20])[CH:15]=1)=O>C(OCC)C>[Br:20][C:16]1[CH:15]=[C:14]([C:12]([C:2]2[CH:7]=[CH:6][C:5]([O:8][CH3:9])=[CH:4][CH:3]=2)=[CH2:11])[CH:19]=[CH:18][CH:17]=1. Reactants: Cl (HCl), FC1=C(C=C(C(=C1)C)C=1C(=NC2=CC(=NC=C2C1)NC)C)NC(=O)NCCC1=CC=CC=C1 (1-(2-fluoro-4-methyl-5-(2-methyl-7-(methylamino)-1,6-naphthyridin-3-yl)phenyl)-3-phenethylurea). The solvent is CC#N (MeCN). Yields the product Cl.FC1=C(C=C(C(=C1)C)C=1C(=NC2=CC(=NC=C2C1)NC)C)NC(=O)NCCC1=CC=CC=C1 (1-(2-fluoro-4-methyl-5-(2-methyl-7-(methylamino)-1,6-naphthyridin-3-yl)phenyl)-3-phenethylurea hydrochloride). Isolated yield 92.1%. As a reaction SMILES: [ClH:1].[F:2][C:3]1[CH:8]=[C:7]([CH3:9])[C:6]([C:10]2[C:11]([CH3:22])=[N:12][C:13]3[C:18]([CH:19]=2)=[CH:17][N:16]=[C:15]([NH:20][CH3:21])[CH:14]=3)=[CH:5][C:4]=1[NH:23][C:24]([NH:26][CH2:27][CH2:28][C:29]1[CH:34]=[CH:33][CH:32]=[CH:31][CH:30]=1)=[O:25]>CC#N>[ClH:1].[F:2][C:3]1[CH:8]=[C:7]([CH3:9])[C:6]([C:10]2[C:11]([CH3:22])=[N:12][C:13]3[C:18]([CH:19]=2)=[CH:17][N:16]=[C:15]([NH:20][CH3:21])[CH:14]=3)=[CH:5][C:4]=1[NH:23][C:24]([NH:26][CH2:27][CH2:28][C:29]1[CH:30]=[CH:31][CH:32]=[CH:33][CH:34]=1)=[O:25] |f:3.4|. Procedure: Add 1-methylpyrrolidine (0.075 mL, 0.717 mmol) to a solution of prop-1-en-2-yl(3-(4-fluoro-2-methyl-5-(((prop-1-en-2-yloxy)carbonyl)amino)phenyl)-2-methyl-1,6-naphthyridin-7-yl)(methyl)carbamate (0.333 g, 0.717 mmol) and phenethylamine (0.091 g, 0.753 mmol) in dioxane (6 mL) and heat at 50° C. overnight. Cool to RT, add satd. NaHCO3, extract with EtOAc (3×), dry the combined organics over MgSO4 and concentrate to dryness. Dissolve the residue in dioxane (10 mL), add NaOH (1.0M, 2 mL), stir at RT... Reactants: BrC1=CC=CC=2N=C(OC21)NC2=CC(=C(C(=C2)OC)OC)OC ((7-bromo-benzooxazol-2-yl)-(3,4,5-trimethoxy-phenyl)-amine), C1(=CC(=CC=C1)B(O)O)C (3-tolyl boronic acid), C(=O)([O-])[O-].[Na+].[Na+] (Na2CO3). The reagents and catalysts are [Pd].C1(=CC=CC=C1)P(C1=CC=CC=C1)C1=CC=CC=C1.C1(=CC=CC=C1)P(C1=CC=CC=C1)C1=CC=CC=C1.C1(=CC=CC=C1)P(C1=CC=CC=C1)C1=CC=CC=C1.C1(=CC=CC=C1)P(C1=CC=CC=C1)C1=CC=CC=C1 (Tetrakis (triphenylphosphine) palladium). Solvent: COCCOC (1,2-dimethoxy-ethane). Run at temperature 100 celsius, time 3 hour. The product is C1(=CC(=CC=C1)C1=CC=CC=2N=C(OC21)NC2=CC(=C(C(=C2)OC)OC)OC)C ((7-m-Tolyl-benzooxazol-2-yl)-(3,4,5-trimethoxy-phenyl)-amine). Reaction SMILES: Br[C:2]1[C:10]2[O:9][C:8]([NH:11][C:12]3[CH:17]=[C:16]([O:18][CH3:19])[C:15]([O:20][CH3:21])=[C:14]([O:22][CH3:23])[CH:13]=3)=[N:7][C:6]=2[CH:5]=[CH:4][CH:3]=1.[C:24]1([CH3:33])[CH:29]=[CH:28][CH:27]=[C:26](B(O)O)[CH:25]=1.C([O-])([O-])=O.[Na+].[Na+]>COCCOC.[Pd].C1(P(C2C=CC=CC=2)C2C=CC=CC=2)C=CC=CC=1.C1(P(C2C=CC=CC=2)C2C=CC=CC=2)C=CC=CC=1.C1(P(C2C=CC=CC=2)C2C=CC=CC=2)C=CC=CC=1.C1(P(C2C=CC=CC=2)C2C=CC=CC=2)C=CC=CC=1>[C:24]1([CH3:33])[CH:29]=[CH:28][CH:27]=[C:26]([C:2]2[C:10]3[O:9][C:8]([NH:11][C:12]4[CH:17]=[C:16]([O:18][CH3:19])[C:15]([O:20][CH3:21])=[C:14]([O:22][CH3:23])[CH:13]=4)=[N:7][C:6]=3[CH:5]=[CH:4][CH:3]=2)[CH:25]=1 |f:2.3.4,6.7.8.9.10|. Reported procedure: 0.12 g (0.316 mmol) (7-bromo-benzooxazol-2-yl)-(3,4,5-trimethoxy-phenyl)-amine and 0.048 g (0.353 mmol) 3-tolyl boronic acid are dissolved in 4 ml 1,2-dimethoxy-ethane, a solution of 0.1 g (0.95 mmol) Na2CO3 (in 0.5 ml water) is added and a stream of argon is bubbled through the mixture in order to exclude oxygen from the reaction mixture. Tetrakis (triphenylphosphine) palladium (76 mg, 0.064 mmol) is added and the reaction mixture is stirred at 100° C. or 3 h. After that the reaction mixture is...